This data is from the Open Reaction Database (ORD), a public repository of structured organic reaction records. The task is: describe an organic reaction: reactants, conditions, products, and yield Reported procedure: To a suspension of NaH (1.98 g, 50 mmol, 60% in oil) in DMSO (20 mL) is added dimethyl malonate (5.67 mL, 50 mmol) at 23° C. (cooled by ice-water if necessary). After the evolution of hydrogen has ceased, 4-chloro-6-methylsulfanyl-pyrimidine 2 (3.22 g, 20 mmol) is added. The reaction is further heated at 80° C. for 5 hours. The reaction mixture is then cooled to room temperature, and quenched with saturated NH4Cl solution (50 mL). The organics are extracted with ethyl acetate (3×60 mL). The comb... Run in CS(=O)C (DMSO). The reactants are [H][H] (hydrogen), [H-].[Na+] (NaH), C(CC(=O)OC)(=O)OC (dimethyl malonate), ice water, ClC1=NC=NC(=C1)SC (4-chloro-6-methylsulfanyl-pyrimidine). Run at temperature 80 celsius. As a reaction SMILES: [H-].[Na+].[C:3]([O:10][CH3:11])(=[O:9])[CH2:4][C:5]([O:7][CH3:8])=[O:6].[H][H].Cl[C:15]1[CH:20]=[C:19]([S:21][CH3:22])[N:18]=[CH:17][N:16]=1>CS(C)=O>[CH3:8][O:7][C:5](=[O:6])[CH:4]([C:15]1[CH:20]=[C:19]([S:21][CH3:22])[N:18]=[CH:17][N:16]=1)[C:3]([O:10][CH3:11])=[O:9] |f:0.1|. Yields the product COC(C(C(=O)OC)C1=NC=NC(=C1)SC)=O (2-(6-methylsulfanyl-pyrimidin-4-yl)-malonic acid dimethyl ester). The reactants are COC1=C(C=CC(=C1)C=C)[N+](=O)[O-] (2-Methoxy-1-nitro-4-vinylbenzene), N1CCCC1 (pyrrolidine). Run in CO (methanol). Run at temperature 100 celsius. The product is COC=1C=C(C=CC1[N+](=O)[O-])CCN1CCCC1 (1-[2-(3-Methoxy-4-nitrophenyl)ethyl]pyrrolidine). The yield is 75.0%. Reaction SMILES: [CH3:1][O:2][C:3]1[CH:8]=[C:7]([CH:9]=[CH2:10])[CH:6]=[CH:5][C:4]=1[N+:11]([O-:13])=[O:12].[NH:14]1[CH2:18][CH2:17][CH2:16][CH2:15]1>CO>[CH3:1][O:2][C:3]1[CH:8]=[C:7]([CH2:9][CH2:10][N:14]2[CH2:18][CH2:17][CH2:16][CH2:15]2)[CH:6]=[CH:5][C:4]=1[N+:11]([O-:13])=[O:12]. Procedure details: 3.07 g (17.17 mmol) of the product prepared in step 24.1 and 7.13 mL (85.84 mL) of pyrrolidine in 60 mL of anhydrous methanol are placed in a sealed tube. The mixture is heated under pressure at 100°C. for 4 hours. After cooling to room temperature, it is evaporated to dryness. The residue obtained is purified by chromatography on a column of silica, eluting with a dichloromethane/methanol gradient (100/0 to 90/10). 3.22 g of the expected product are obtained in the form of a yellow solid. Yield... The reactants are NC(CCCO)C(=O)OCc1ccccc1, CC(C)(C)OC(=O)N=[N+]=[N-], [Na+], C1COCCO1, [OH-], O. Product: CC(C)(C)OC(=O)NC(CCCO)C(=O)OCc1ccccc1. RXN SMILES: [CH2:1]([c:2]1[cH:3][cH:4][cH:5][cH:6][cH:7]1)[O:8][C:9]([CH:10]([NH2:11])[CH2:12][CH2:13][CH2:14][OH:15])=[O:16].[N:19](=[N+:20]=[N-:21])[C:22](=[O:23])[O:24][C:25]([CH3:26])([CH3:27])[CH3:28].[Na+:18].[O:30]1[CH2:31][CH2:32][O:33][CH2:34][CH2:35]1.[OH-:17].[OH2:29]>>[CH2:1]([c:2]1[cH:3][cH:4][cH:5][cH:6][cH:7]1)[O:8][C:9]([CH:10]([NH:11][C:22](=[O:23])[O:24][C:25]([CH3:26])([CH3:27])[CH3:28])[CH2:12][CH2:13][CH2:14][OH:15])=[O:16]. Starting materials: C[O-].[Na+] (sodium methoxide), CN(C1=C2C=CC=NC2=C(C(=N1)C(=O)OC)OS(=O)(=O)C1=CC=C(C=C1)C)S(=O)(=O)C (methyl 5-[methyl(methylsulfonyl)amino]-8-{[(4-methylphenyl)sulfonyl]oxy}-1,6-naphthyridine-7-carboxylate), C(C)(=O)O (acetic acid). Run in CN(C)C=O (DMF), CO (methanol). Reaction conditions: temperature 50 celsius. Product: OC=1C(=NC(=C2C=CC=NC12)N(S(=O)(=O)C)C)C(=O)OC (Methyl 8-hydroxy-5-[methyl(methylsulfonyl)amino]-1,6-naphthyridine-7-carboxylate). RXN SMILES: C[O-].[Na+].[CH3:4][N:5]([S:31]([CH3:34])(=[O:33])=[O:32])[C:6]1[N:15]=[C:14]([C:16]([O:18][CH3:19])=[O:17])[C:13]([O:20]S(C2C=CC(C)=CC=2)(=O)=O)=[C:12]2[C:7]=1[CH:8]=[CH:9][CH:10]=[N:11]2.C(O)(=O)C>CO.CN(C=O)C>[OH:20][C:13]1[C:14]([C:16]([O:18][CH3:19])=[O:17])=[N:15][C:6]([N:5]([CH3:4])[S:31]([CH3:34])(=[O:33])=[O:32])=[C:7]2[C:12]=1[N:11]=[CH:10][CH:9]=[CH:8]2 |f:0.1|. Procedure: A solution of sodium methoxide (122 mg, 2.26 mmol) in dry methanol (5 mL) was added to methyl 5-[methyl(methylsulfonyl)amino]-8-{[(4-methylphenyl)sulfonyl]oxy}-1,6-naphthyridine-7-carboxylate (420 mg, 0.90 mmol) dissolved in a minimum amount of DMF and the resulting solution was heated to 50° C. for one hour. The reaction was cooled, glacial acetic acid (104 μL, 1.80 mmol) was added and the reaction was concentrated to dryness in vacuo. The resulting residue was triturated with ethanol and the s... Reactants: OOS(=O)[O-].[K+] (Oxone), ClC1=NSN=C1SCC (3-chloro-4-ethylthio-1,2,5-thiadiazole), O (H2O). The solvent is C1CCOC1 (THF). Reaction conditions: time 8 hour. Yields the product ClC1=NSN=C1S(=O)(=O)CC (3-Chloro-4-ethylsulfonyl-1,2,5-thiadiazole). RXN SMILES: [OH:1]OS([O-])=O.[K+].[Cl:7][C:8]1[C:12]([S:13][CH2:14][CH3:15])=[N:11][S:10][N:9]=1.[OH2:16]>C1COCC1>[Cl:7][C:8]1[C:12]([S:13]([CH2:14][CH3:15])(=[O:1])=[O:16])=[N:11][S:10][N:9]=1 |f:0.1|. Procedure: A solution of Oxone (84 g, 0.137 mol) in H2O (400 mL) was rapidly stirred as 3-chloro-4-ethylthio-1,2,5-thiadiazole (12.2 g, 0.067 mol) in THF (200 mL) was added. After stirring overnight, the THF was evaporated and the residue extracted with ether (3×). The extracts were washed with H2O, aqueous NaHCO3, and brine then the solvent dried and evaporated to give a clear liquid (13.6 g). (Compound 4). The reactants are BrC=1C=C2C(=C(C=NC2=CC1)C(C)=O)Cl (1-(6-bromo-4-chloroquinolin-3-yl)ethanone), NC=1C=CC(=NC1)N1CC(CC1)N(C(OC(C)(C)C)=O)C (tert-butyl (1-(5-aminopyridin-2-yl)pyrrolidin-3-yl)(methyl)carbamate). The product is C(C)(=O)C=1C=NC2=CC=C(C=C2C1NC=1C=CC(=NC1)N1CC(CC1)N(C(OC(C)(C)C)=O)C)Br (tert-butyl (1-(5-((3-acetyl-6-bromoquinolin-4-yl)amino)pyridin-2-yl)pyrrolidin-3-yl)(methyl)carbamate). Isolated yield 50.5%. RXN SMILES: [Br:1][C:2]1[CH:3]=[C:4]2[C:9](=[CH:10][CH:11]=1)[N:8]=[CH:7][C:6]([C:12](=[O:14])[CH3:13])=[C:5]2Cl.[NH2:16][C:17]1[CH:18]=[CH:19][C:20]([N:23]2[CH2:27][CH2:26][CH:25]([N:28]([CH3:36])[C:29](=[O:35])[O:30][C:31]([CH3:34])([CH3:33])[CH3:32])[CH2:24]2)=[N:21][CH:22]=1>>[C:12]([C:6]1[CH:7]=[N:8][C:9]2[C:4]([C:5]=1[NH:16][C:17]1[CH:18]=[CH:19][C:20]([N:23]3[CH2:27][CH2:26][CH:25]([N:28]([CH3:36])[C:29](=[O:35])[O:30][C:31]([CH3:32])([CH3:33])[CH3:34])[CH2:24]3)=[N:21][CH:22]=1)=[CH:3][C:2]([Br:1])=[CH:11][CH:10]=2)(=[O:14])[CH3:13]. Procedure: Following general procedure C, 1-(6-bromo-4-chloroquinolin-3-yl)ethanone (285 mg, 1.0 mmol) was reacted with tert-butyl (1-(5-aminopyridin-2-yl)pyrrolidin-3-yl)(methyl)carbamate (440 mg, 1.50 mmol) to afford the desired product (273 mg, 51%) as an orange solid. ESI MS m/z 540 [C26H30BrN5O3+H]+